This data is from the Open Reaction Database (ORD), a public repository of structured organic reaction records. The task is: describe an organic reaction: reactants, conditions, products, and yield The reactants are BrC1=CC2=C([C@H]3N(C4=C(O2)C=CC(=C4)Cl)CCC[C@H]3NC(C(F)(F)F)=O)C=C1 (trans-N-(12-bromo-7-chloro-2,3,4,14b-tetrahydro-1H-dibenzo[b,f]pyrido-[1,2-d][1,4]oxazepin-1-yl)-2,2,2-trifluoroacetamide), [NH4+].[Cl-] (NH4Cl), [Cl-].C[Zn+] (Methylzinc chloride). Reagents/catalysts: [CH-]1C=CC=C1.[CH-]1C=CC=C1.[Fe+2].Cl[Pd]Cl (ferrocene PdCl2). Run in C1CCOC1 (THF). Run at temperature 60 celsius, time 5 minute. The product is ClC1=CC2=C(OC3=C([C@H]4N2CCC[C@H]4NC(C(F)(F)F)=O)C=CC(=C3)C)C=C1 (trans-N-(7-Chloro-2,3,4,14b-tetrahydro12-methyl-1H-dibenzo[b,f]pyrido[1,2-d][1,4]oxazepin-1-yl)-2,2,2-trifluoroacetamide). Reaction SMILES: Br[C:2]1[CH:28]=[CH:27][C:5]2[C@@H:6]3[C@H:19]([NH:20][C:21](=[O:26])[C:22]([F:25])([F:24])[F:23])[CH2:18][CH2:17][CH2:16][N:7]3[C:8]3[CH:14]=[C:13]([Cl:15])[CH:12]=[CH:11][C:9]=3[O:10][C:4]=2[CH:3]=1.[Cl-].[CH3:30][Zn+].[NH4+].[Cl-]>C1COCC1.[CH-]1C=CC=C1.[CH-]1C=CC=C1.[Fe+2].Cl[Pd]Cl>[Cl:15][C:13]1[CH:12]=[CH:11][C:9]2[O:10][C:4]3[CH:3]=[C:2]([CH3:30])[CH:28]=[CH:27][C:5]=3[C@@H:6]3[C@H:19]([NH:20][C:21](=[O:26])[C:22]([F:23])([F:25])[F:24])[CH2:18][CH2:17][CH2:16][N:7]3[C:8]=2[CH:14]=1 |f:1.2,3.4,6.7.8.9|. Procedure details: To a solution of trans-N-(12-bromo-7-chloro-2,3,4,14b-tetrahydro-1H-dibenzo[b,f]pyrido-[1,2-d][1,4]oxazepin-1-yl)-2,2,2-trifluoroacetamide (80 mg, 0.17 mmol) in THF (2 mL) was added ferrocene PdCl2 (5 mg, 7 μmol), and the reaction mixture was stirred for 5 min. Methylzinc chloride was added dropwise whereafter the reaction mixture was heated to 60° C. and stirred overnight at 60° C. The mixture was poured into sat (aq) NH4Cl and extracted with ethyl acetate (3×). The combined organic layers were... The reactants are CC=1C=C(C=CC1)B(O)O (3-Methylphenylboronic acid), C(CCCCCCCCCCCCC)(=O)O (myristic acid), N1=C(C=CC=C1C)C (2,6-lutidine), NC=1C=C2C(=C(N(C2=CC1)CC1=CC=CC=C1)C(=O)OCC)C1=CC=CC=C1 (ethyl 5-amino-1-benzyl-3-phenyl-1H-indole-2-carboxylate), O.[OH-].[Li+] (lithium hydroxide monohydrate). Reagents/catalysts: CC(=O)[O-].CC(=O)[O-].[Cu+2] (Cu(OAc)2). The solvent is C1(=CC=CC=C1)C (toluene), C1CCOC1.CO.O (THF MeOH water), C(C)(=O)OCC (ethyl acetate). Run at time 24 hour. Product: C(C1=CC=CC=C1)N1C(=C(C2=CC(=CC=C12)NC1=CC(=CC=C1)C)C1=CC=CC=C1)C(=O)O (1-benzyl-5-[(3-methylphenyl)amino]-3-phenyl-1H-indole-2-carboxylic acid). Yield: 50.9%. RXN SMILES: [CH3:1][C:2]1[CH:3]=[C:4](B(O)O)[CH:5]=[CH:6][CH:7]=1.C(O)(=O)CCCCCCCCCCCCC.N1C(C)=CC=CC=1C.[NH2:35][C:36]1[CH:37]=[C:38]2[C:42](=[CH:43][CH:44]=1)[N:41]([CH2:45][C:46]1[CH:51]=[CH:50][CH:49]=[CH:48][CH:47]=1)[C:40]([C:52]([O:54]CC)=[O:53])=[C:39]2[C:57]1[CH:62]=[CH:61][CH:60]=[CH:59][CH:58]=1.O.[OH-].[Li+]>C(OCC)(=O)C.C1COCC1.CO.O.CC([O-])=O.CC([O-])=O.[Cu+2].C1(C)C=CC=CC=1>[CH2:45]([N:41]1[C:42]2[C:38](=[CH:37][C:36]([NH:35][C:6]3[CH:5]=[CH:4][CH:3]=[C:2]([CH3:1])[CH:7]=3)=[CH:44][CH:43]=2)[C:39]([C:57]2[CH:58]=[CH:59][CH:60]=[CH:61][CH:62]=2)=[C:40]1[C:52]([OH:54])=[O:53])[C:46]1[CH:47]=[CH:48][CH:49]=[CH:50][CH:51]=1 |f:4.5.6,8.9.10,11.12.13|. Procedure details: 3-Methylphenylboronic acid (0.20 g, 1.5 mmol), Cu(OAc)2 (0.036 g, 0.2 mmol), and myristic acid (0.046 g, 0.2 mmol) were combined in a 100-mL round-bottom flask with a large stir bar. A rubber septum was attached, and dry toluene (2 mL), 2,6-lutidine (0.116 mL, 1.0 mmol), and ethyl 5-amino-1-benzyl-3-phenyl-1H-indole-2-carboxylate (0.19 g, 0.5 mmol) were successively added. The resulting mixture was stirred at a high rate for 24 h, diluted with ethyl acetate (10 mL), filtered through a plug of si... Starting materials: COC(=O)c1ccc(C=O)nc1, O, CC(C)(C)OC(=O)C=P(c1ccccc1)(c1ccccc1)c1ccccc1. Product: COC(=O)c1ccc(C=CC(=O)OC(C)(C)C)nc1. Reaction SMILES: [CH:1](=[O:2])[c:3]1[n:4][cH:5][c:6]([C:7](=[O:8])[O:9][CH3:10])[cH:11][cH:12]1.[OH2:40].[c:13]1([P:14]([c:15]2[cH:16][cH:17][cH:18][cH:19][cH:20]2)([c:21]2[cH:22][cH:23][cH:24][cH:25][cH:26]2)=[CH:32][C:33](=[O:34])[O:35][C:36]([CH3:37])([CH3:38])[CH3:39])[cH:27][cH:28][cH:29][cH:30][cH:31]1>>[CH:1]([c:3]1[n:4][cH:5][c:6]([C:7](=[O:8])[O:9][CH3:10])[cH:11][cH:12]1)=[CH:32][C:33](=[O:34])[O:35][C:36]([CH3:37])([CH3:38])[CH3:39]. Starting materials: BrCCCCCCCCCC(=O)O (10-bromodecanoic acid), CO (methanol). The reagents and catalysts are S(O)(O)(=O)=O (sulphuric acid). Yields the product COC(CCCCCCCCCBr)=O (Methyl-10-bromodecanoate). As a reaction SMILES: [Br:1][CH2:2][CH2:3][CH2:4][CH2:5][CH2:6][CH2:7][CH2:8][CH2:9][CH2:10][C:11]([OH:13])=[O:12].[CH3:14]O>S(=O)(=O)(O)O>[CH3:14][O:12][C:11](=[O:13])[CH2:10][CH2:9][CH2:8][CH2:7][CH2:6][CH2:5][CH2:4][CH2:3][CH2:2][Br:1]. Procedure: A solution of 10-bromodecanoic acid (5 g) in methanol (60 ml) and concentrated sulphuric acid (3 drops) was refluxed for 20 hours. The reactants are C(C1=CC=CC=C1)(=O)C=1NC2=CC(=CC=C2C1CC(=O)O)Cl ((2-benzoyl-6-chloro-1H-indol-3-yl)acetic acid), N1CCOCC1 (morpholine). Product: C(C1=CC=CC=C1)(=O)C=1NC2=CC(=CC=C2C1CC(=O)N1CCOCC1)Cl (2-(2-Benzoyl-6-chloro-1H-indol-3-yl)-1-morpholino-1-ethanone). As a reaction SMILES: [C:1]([C:9]1[NH:10][C:11]2[C:16]([C:17]=1[CH2:18][C:19](O)=[O:20])=[CH:15][CH:14]=[C:13]([Cl:22])[CH:12]=2)(=[O:8])[C:2]1[CH:7]=[CH:6][CH:5]=[CH:4][CH:3]=1.[NH:23]1[CH2:28][CH2:27][O:26][CH2:25][CH2:24]1>>[C:1]([C:9]1[NH:10][C:11]2[C:16]([C:17]=1[CH2:18][C:19]([N:23]1[CH2:28][CH2:27][O:26][CH2:25][CH2:24]1)=[O:20])=[CH:15][CH:14]=[C:13]([Cl:22])[CH:12]=2)(=[O:8])[C:2]1[CH:3]=[CH:4][CH:5]=[CH:6][CH:7]=1. Procedure details: The title compound was prepared according to the procedure described in Example 43 from (2-benzoyl-6-chloro-1H-indol-3-yl)acetic acid (Example 2) and morpholine.